This data is from the Open Reaction Database (ORD), a public repository of structured organic reaction records. The task is: describe an organic reaction: reactants, conditions, products, and yield Starting materials: CN(C)C=O, O=C(O)c1cnccc1C(F)(F)F, O=S(Cl)Cl, c1ccccc1. The product is [Cl-], O=C(O)c1cnccc1C(F)(F)F. Reaction SMILES: [CH3:18][N:19]([CH3:20])[CH:21]=[O:22].[F:1][C:2]([c:3]1[cH:4][cH:5][n:6][cH:7][c:8]1[C:9](=[O:10])[OH:11])([F:12])[F:13].[S:14]([Cl:15])([Cl:16])=[O:17].[cH:23]1[cH:24][cH:25][cH:26][cH:27][cH:28]1>>[Cl-:16].[F:1][C:2]([c:3]1[cH:4][cH:5][n:6][cH:7][c:8]1[C:9](=[O:10])[OH:11])([F:12])[F:13]. Reactants: ClC1=CC=C(OC2=C(C#N)C=CC=C2)C=C1 (2-(4-chlorophenoxy)benzonitrile), [H-].[Al+3].[Li+].[H-].[H-].[H-] (lithium aluminum hydride), [OH-].[Na+] (sodium hydroxide). The solvent is O1CCCC1 (tetrahydrofuran). Product: Cl.ClC1=CC=C(OC2=C(C=CC=C2)CN)C=C1 (2-(4-chlorophenoxy)benzenemethanamine hydrochloride). Isolated yield 95.0%. As a reaction SMILES: [H-].[Al+3].[Li+].[H-].[H-].[H-].[Cl:7][C:8]1[CH:22]=[CH:21][C:11]([O:12][C:13]2[CH:20]=[CH:19][CH:18]=[CH:17][C:14]=2[C:15]#[N:16])=[CH:10][CH:9]=1.[OH-].[Na+]>O1CCCC1>[ClH:7].[Cl:7][C:8]1[CH:22]=[CH:21][C:11]([O:12][C:13]2[CH:20]=[CH:19][CH:18]=[CH:17][C:14]=2[CH2:15][NH2:16])=[CH:10][CH:9]=1 |f:0.1.2.3.4.5,7.8,10.11|. Procedure: A solution of 51.4 g of 4-chlorophenol in 500 ml of dry N,N-dimethylformamide (DMF) was added to a suspension of 20 g of 60% sodium hydride in 800 ml of dry DMF under nitrogen. After 30 min at 25° C., 1 g of 18-crown-6 was added. After the addition of 73 g of 2-bromobenzonitrile in 500 ml of dry DMF, the mixture was heated at 100° C. for 16 h. After concentration in vacuo, 2 N sodium hydroxide and ethyl acetate were added. The organic layer was separated, washed with 2 N sodium hydroxide and wat... Starting materials: solution, C(C)[Mg]Br (ethylmagnesium bromide), CC1=CC=C(SCC#C)C=C1 (3-(p-methylthiophenoxy)-1-propyne), cuprous cyanide, BrCC#CCC#C (1-bromo-2,5-hexadiyne), S(O)(O)(=O)=O (sulfuric acid). Run in CCOCC (ether), O1CCCC1 (tetrahydrofuran). Conditions: temperature -10 celsius, time 1 hour. The product is CC1=CC=C(SCC#CCC#CCC#C)C=C1 (9-(p-methylthiophenoxy)-1,4,7-nonatriyne). RXN SMILES: C([Mg]Br)C.[CH3:5][C:6]1[CH:15]=[CH:14][C:9]([S:10][CH2:11][C:12]#[CH:13])=[CH:8][CH:7]=1.Br[CH2:17][C:18]#[C:19][CH2:20][C:21]#[CH:22].S(=O)(=O)(O)O>CCOCC.O1CCCC1>[CH3:5][C:6]1[CH:15]=[CH:14][C:9]([S:10][CH2:11][C:12]#[C:13][CH2:17][C:18]#[C:19][CH2:20][C:21]#[CH:22])=[CH:8][CH:7]=1. Procedure: 27.15 ml (13.75 g, 0.103 mol) of a 3.8N solution of ethylmagnesium bromide in ether was added dropwise under argon to a cold solution of 15.3g (0.085 mol) of 3-(p-methylthiophenoxy)-1-propyne in 80 ml of anhydrous tetrahydrofuran, at such a rate to maintain the temperature at -10°C. The resulting mixture was stirred for 1 hour and then treated with 677.2mg of cuprous cyanide. After stirring 20 minutes more, a solution of 10.8 g(0.0687 mol) of 1-bromo-2,5-hexadiyne in 25 ml of anhydrous tetrahydr... Reactants: O (Water), C(CCC)[Li] (n-butyllithium), Cl.C1=CC=CC=2C(C3=C(CCC21)C=CC=C3)=CCOCCN3C[C@@H](CCC3)C(=O)O ((R)-N-(2-(2-(10,11-Dihydro-5H-dibenzo[a,d]cyclohepten-5-ylidene)ethoxy)ethyl)-3-piperidinecarboxylic acid hydrochloride), C(C(C)O)O (propylene glycol). The solvent is hexanes. Conditions: time 15 minute. Yields the product OCCCOCC=C1C2=C(CCC3=C1C=CC=C3)C=CC=C2 (5-(2-(3-hydroxypropyloxy)ethylidene)-10,11-dihydro-5H-dibenzo[a,d]cycloheptene). Reaction SMILES: C([Li])CCC.[CH2:6]([OH:10])[CH:7](O)[CH3:8].Cl.[CH:12]1[C:22]2[CH2:21][CH2:20][C:19]3[CH:23]=[CH:24][CH:25]=[CH:26][C:18]=3[C:17](=[CH:27][CH2:28]OCCN3CCC[C@@H](C(O)=O)C3)[C:16]=2[CH:15]=[CH:14][CH:13]=1.[OH2:41]>>[OH:41][CH2:8][CH2:7][CH2:6][O:10][CH2:28][CH:27]=[C:17]1[C:16]2[CH:15]=[CH:14][CH:13]=[CH:12][C:22]=2[CH2:21][CH2:20][C:19]2[CH:23]=[CH:24][CH:25]=[CH:26][C:18]1=2 |f:2.3|. Reported procedure: A solution of n-butyllithium in hexanes (16.8 ml, 2.5 M) was added dropwise to ice-cooled propylene glycol (25 ml) under an atmosphere of nitrogen. When addition was complete the mixture was stirred at room temperature for 15 minutes. A solution of crude 5-(2-bromoethylidene)-10,11-dihydro-5H-dibenzo[a,d]cycloheptene (10.1 g, prepared as described in Example 3) was added in one portion and the reaction mixture was stirred at room temperature for 42 h. Water (40 ml) was added and the mixture was ... The reactants are 4A, C(C)C(C(=O)[O-])(OC1=C(C=C(C=C1)CCNC(=O)C1=CC=2CN(CCC2S1)C(=O)OC(C)(C)C)OCC(=O)[O-])CC (Diethyl[[4-[2-[(5-t-butyloxycarbonyl-4,5,6,7-tetrahydrothieno[3,2-c]pyridin-2-yl)carbonyl]aminoethyl]-o-phenylene]dioxy]diacetate), [Cr](=O)(=O)([O-])Cl.[NH+]1=CC=CC=C1 (pyridinium chlorochromate). Solvent: ClCCl (dichloromethane). Reaction conditions: time 40 minute. Yields the product C(C)(=O)C1=CC=2CN(CCC2S1)C(=O)OC(C)(C)C (2-acetyl-5-t-butoxycarbonyl-4,5,6,7-tetrahydrothieno[3,2-c]pyridine). Yield: 92.0%. RXN SMILES: C(C(CC)(OC1C=CC(CCN[C:17]([C:19]2[S:27][C:26]3[CH2:25][CH2:24][N:23]([C:28]([O:30][C:31]([CH3:34])([CH3:33])[CH3:32])=[O:29])[CH2:22][C:21]=3[CH:20]=2)=[O:18])=CC=1OCC([O-])=O)C([O-])=O)C.[Cr](Cl)([O-])(=O)=O.[NH+]1C=CC=C[CH:48]=1>ClCCl>[C:17]([C:19]1[S:27][C:26]2[CH2:25][CH2:24][N:23]([C:28]([O:30][C:31]([CH3:32])([CH3:33])[CH3:34])=[O:29])[CH2:22][C:21]=2[CH:20]=1)(=[O:18])[CH3:48] |f:1.2|. Reported procedure: To the solution of the compound prepared in (a) (847 in dichloromethane (30 ml) was added Molecular Sieves 4A (3 g), followed by pyridinium chlorochromate (966 mg) under ice-cooling. The mixture was stirred for 40 minutes. After the reaction mixture was filtered through FLORISIL, the filtrate was concentrated to give 772 mg of 2-acetyl-5-t-butoxycarbonyl-4,5,6,7-tetrahydrothieno[3,2-c]pyridine (yield, 92%).